Dataset: the Open Reaction Database (ORD), a public repository of structured organic reaction records. Task: describe an organic reaction: reactants, conditions, products, and yield Starting materials: Cc1ccc(F)cc1C(=O)O, NCc1cccc2ccccc12. Reagents/catalysts: C1CCN(C1)[P+](N2CCCC2)(N3CCCC3)Cl.F[P-](F)(F)(F)(F)F (PyCloP), CCN(C(C)C)C(C)C (DIPEA). Run in CN(C)C=O (DMF), CN(C)C=O (DMF), CN(C)C=O (DMF), CN(C)C=O (DMF), CN(C)C=O (DMF), CN(C)C=O (DMF). Conditions: temperature 25 celsius, time 2 hour. The product is Cc1ccc(F)cc1C(=O)NCc1cccc2ccccc12. Yield: 3.5%. RXN SMILES: NCc1cccc2ccccc12.Cc1ccc(F)cc1C(=O)O.C1CCN(C1)[P+](N2CCCC2)(N3CCCC3)Cl.F[P-](F)(F)(F)(F)F.CCN(C(C)C)C(C)C.CN(C)C=O>>Cc1ccc(F)cc1C(=O)NCc1cccc2ccccc12. RXN SMILES: [CH3:1][O:2][C:3]([c:4]1[c:5]([CH2:10][S:11][c:12]2[n:13][c:14]3[c:15]([n:16]2[CH2:17][CH2:18][OH:19])[cH:20][c:21]([CH3:25])[c:22]([CH3:24])[cH:23]3)[cH:6][cH:7][cH:8][cH:9]1)=[O:26].[CH3:46][N:47]1[CH2:48][CH2:49][O:50][CH2:51][CH2:52]1.[O:27]=[C:28]([O:29][CH2:30][CH3:31])[N:32]=[N:33][C:34]([O:35][CH2:36][CH3:37])=[O:38].[OH:39][c:40]1[cH:41][cH:42][cH:43][cH:44][cH:45]1>>[CH3:1][O:2][C:3]([c:4]1[c:5]([CH2:10][S:11][c:12]2[n:13][c:14]3[c:15]([n:16]2[CH2:17][CH2:18][O:19][c:40]2[cH:41][cH:42][cH:43][cH:44][cH:45]2)[cH:20][c:21]([CH3:25])[c:22]([CH3:24])[cH:23]3)[cH:6][cH:7][cH:8][cH:9]1)=[O:26]. The reactants are COC(=O)c1ccccc1CSc1nc2cc(C)c(C)cc2n1CCO, CN1CCOCC1, CCOC(=O)N=NC(=O)OCC, Oc1ccccc1. Yields the product COC(=O)c1ccccc1CSc1nc2cc(C)c(C)cc2n1CCOc1ccccc1. Starting materials: ClCCCS(=O)(=O)NCC(COC(NCCCCCCCCCCCCCCCCCC)=O)CC#N (1-(3-Chloropropylsulfonylamino)-2-cyanomethyl-3-octadecylcarbamoyloxypropane), C(CCCCCCCCCCCCCCC)SCC(CNS(=O)(=O)CCCI)OC (1-hexadecylthio-3-(3-iodopropylsulfonylamino)-2-methoxypropane). Yields the product C(#N)CC(CNS(=O)(=O)CCCI)COC(NCCCCCCCCCCCCCCCCCC)=O (2-cyanomethyl-3-octadecylcarbamoyloxy-1-(3-iodopropylsulfonylamino)propane). As a reaction SMILES: Cl[CH2:2][CH2:3][CH2:4][S:5]([NH:8][CH2:9][CH:10]([CH2:34][C:35]#[N:36])[CH2:11][O:12][C:13](=[O:33])[NH:14][CH2:15][CH2:16][CH2:17][CH2:18][CH2:19][CH2:20][CH2:21][CH2:22][CH2:23][CH2:24][CH2:25][CH2:26][CH2:27][CH2:28][CH2:29][CH2:30][CH2:31][CH3:32])(=[O:7])=[O:6].C(SCC(OC)CNS(CCC[I:64])(=O)=O)CCCCCCCCCCCCCCC>>[C:35]([CH2:34][CH:10]([CH2:11][O:12][C:13](=[O:33])[NH:14][CH2:15][CH2:16][CH2:17][CH2:18][CH2:19][CH2:20][CH2:21][CH2:22][CH2:23][CH2:24][CH2:25][CH2:26][CH2:27][CH2:28][CH2:29][CH2:30][CH2:31][CH3:32])[CH2:9][NH:8][S:5]([CH2:4][CH2:3][CH2:2][I:64])(=[O:7])=[O:6])#[N:36]. Procedure: 1-(3-Chloropropylsulfonylamino)-2-cyanomethyl-3-octadecylcarbamoyloxypropane IIIn2 is allowed to react by the same procedure as described in (5). The summary of the experimental condition and the physical data of the product are listed in Table 8.